This data is from the Open Reaction Database (ORD), a public repository of structured organic reaction records. The task is: describe an organic reaction: reactants, conditions, products, and yield Starting materials: 5-l, O=O (oxygen), CC(C#C)(CCC=C(CCC=C(C)C)C)O (3,7,11-trimethyldodeca-6,10-dien-l-yne-3-ol), [Cl-].[NH4+] (ammonium chloride), O (water). The solvent is C(C)O (ethyl alcohol). The product is CC(C)=CCCC(=CCCC(C#CC#CC(CCC=C(CCC=C(C)C)C)(O)C)(O)C)C (2,6,10,15,19,23-hexamethyltetracosa-2,6,18,22-tetraene-11,13-diyne-10,15-diol). As a reaction SMILES: [CH3:1][C:2]([OH:16])([CH2:5][CH2:6][CH:7]=[C:8]([CH3:15])[CH2:9][CH2:10][CH:11]=[C:12]([CH3:14])[CH3:13])[C:3]#[CH:4].[Cl-].[NH4+].[OH2:19].O=O>C(O)C>[CH3:14][C:12](=[CH:11][CH2:10][CH2:9][C:8]([CH3:15])=[CH:7][CH2:6][CH2:5][C:2]([CH3:1])([OH:19])[C:3]#[C:4][C:4]#[C:3][C:2]([CH3:1])([OH:16])[CH2:5][CH2:6][CH:7]=[C:8]([CH3:15])[CH2:9][CH2:10][CH:11]=[C:12]([CH3:14])[CH3:13])[CH3:13] |f:1.2|. Procedure details: In a 5-l. three-necked, and round-bottomed flask were placed 114.7 g of 3,7,11-trimethyldodeca-6,10-dien-l-yne-3-ol, 305.9 g of ammonium chloride, 765 ml of water and 76.5 ml of ethyl alcohol and the mixture was stirred at a room temperature by passing oxygen for 18 hours. After completion of the reaction, no starting material remained. The reaction mixture was centrifuged and was extracted with benzene. The organic layer was distilled off to remove benzene and ethyl alcohol. The residue was dis... The reactants are Cc1ccccc1, CC(C)c1cccc(C(C)C)c1NS(=O)(=O)CC(=O)Cl, N. Yields the product CC(C)c1cccc(C(C)C)c1NS(=O)(=O)CC#N. RXN SMILES: [CH3:22][c:23]1[cH:24][cH:25][cH:26][cH:27][cH:28]1.[CH3:2][CH:3]([CH3:4])[c:5]1[c:6]([NH:14][S:15](=[O:16])(=[O:17])[CH2:18][C:19]([Cl:20])=[O:21])[c:7]([CH:11]([CH3:12])[CH3:13])[cH:8][cH:9][cH:10]1.[NH3:1]>>[N:1]#[C:19][CH2:18][S:15]([NH:14][c:6]1[c:5]([CH:3]([CH3:2])[CH3:4])[cH:10][cH:9][cH:8][c:7]1[CH:11]([CH3:12])[CH3:13])(=[O:16])=[O:17]. As a reaction SMILES: [CH3:1][O:2][C:3]1[CH:4]=[C:5]([CH:9]=[CH:10][C:11]=1[O:12][CH3:13])[C:6](Cl)=O.[CH3:14][CH:15]([CH2:20][CH2:21][CH3:22])[C:16](OC)=[O:17].O.[NH2:24][NH2:25]>>[CH3:1][O:2][C:3]1[CH:4]=[C:5]([C:6]2[C:15]([CH3:14])([CH2:20][CH2:21][CH3:22])[C:16](=[O:17])[NH:24][N:25]=2)[CH:9]=[CH:10][C:11]=1[O:12][CH3:13] |f:2.3|. Yields the product COC=1C=C(C=CC1OC)C=1C(C(NN1)=O)(CCC)C (5-(3,4-dimethoxyphenyl)-4-methyl-4-propyl-2,4-dihydro-3H-pyrazol-3-one). Reported procedure: Prepared analogously as described for example C5 using 3,4-dimethoxybenzoyl chloride, methyl 2-methylpentanoate and hydrazine hydrate as starting compounds. The reactants are COC=1C=C(C(=O)Cl)C=CC1OC (3,4-dimethoxybenzoyl chloride), CC(C(=O)OC)CCC (methyl 2-methylpentanoate), O.NN (hydrazine hydrate).